From a dataset of the Open Reaction Database (ORD), a public repository of structured organic reaction records. describe an organic reaction: reactants, conditions, products, and yield Starting materials: [Si](C)(C)(C(C)(C)C)OCC1(N(CC(=C1)C1=C(C=CC(=C1)F)F)C(=O)N(C1CCNCC1)C)C1=CC=CC=C1 (2-({[tert-butyl(dimethyl)silyl]oxy}methyl)-4-(2,5-difluorophenyl)-N-methyl-2-phenyl-N-piperidin-4-yl-2,5-dihydro-1H-pyrrole-1-carboxamide), CN(CC(=O)O)C (N,N-dimethylglycine), CCN=C=NCCCN(C)C (EDCI). Solvent: C(Cl)Cl (CH2Cl2). Run at time 8 hour. The product is FC1=C(C=C(C=C1)F)C1=CC(N(C1)C(=O)N(C)C1CCN(CC1)C(CN(C)C)=O)(C1=CC=CC=C1)CO (4-(2,5-difluorophenyl)-N-[1-(N,N-dimethylglycyl)piperidin-4-yl]-2-(hydroxymethyl)-N-methyl-2-phenyl-2,5-dihydro-1H-pyrrole-1-carboxamide). RXN SMILES: [Si]([O:8][CH2:9][C:10]1([C:33]2[CH:38]=[CH:37][CH:36]=[CH:35][CH:34]=2)[CH:14]=[C:13]([C:15]2[CH:20]=[C:19]([F:21])[CH:18]=[CH:17][C:16]=2[F:22])[CH2:12][N:11]1[C:23]([N:25]([CH3:32])[CH:26]1[CH2:31][CH2:30][NH:29][CH2:28][CH2:27]1)=[O:24])(C(C)(C)C)(C)C.[CH3:39][N:40]([CH3:45])[CH2:41][C:42](O)=[O:43].CCN=C=NCCCN(C)C>C(Cl)Cl>[F:22][C:16]1[CH:17]=[CH:18][C:19]([F:21])=[CH:20][C:15]=1[C:13]1[CH2:12][N:11]([C:23]([N:25]([CH:26]2[CH2:27][CH2:28][N:29]([C:42](=[O:43])[CH2:41][N:40]([CH3:45])[CH3:39])[CH2:30][CH2:31]2)[CH3:32])=[O:24])[C:10]([CH2:9][OH:8])([C:33]2[CH:38]=[CH:37][CH:36]=[CH:35][CH:34]=2)[CH:14]=1. Reported procedure: To 30 mg (0.055 mmol) of amine 7-2 in CH2Cl2 was added 10 mg (0.097 mmol) of N,N-dimethylglycine and 15 mg (0.078 mmol) of EDCI. After stirring overnight at room temperature, the mixture was partitioned between CH2Cl2 and saturated NaHCO3, the layers were separated, the organic phase was washed with water, dried over Na2SO4, and concentrated by rotary evaporation. The residue was dissolved in dry CH3CN and ˜500 μL of 3HF-TEA was added and the mixture was stirred overnight at room temperature. Th...